Dataset: the Open Reaction Database (ORD), a public repository of structured organic reaction records. Task: describe an organic reaction: reactants, conditions, products, and yield Reactants: CC(C)(C#Cc1ccc(C(=O)OCc2ccccc2)cn1)Oc1ccc(C#N)cc1, Clc1ccccc1Cl. Product: CC1(C)C=C(c2ccc(C(=O)OCc3ccccc3)cn2)c2cc(C#N)ccc2O1. As a reaction SMILES: [C:1](#[N:2])[c:3]1[cH:4][cH:5][c:6]([O:7][C:8]([C:9]#[C:10][c:11]2[n:12][cH:13][c:14]([C:17](=[O:18])[O:19][CH2:20][c:21]3[cH:22][cH:23][cH:24][cH:25][cH:26]3)[cH:15][cH:16]2)([CH3:27])[CH3:28])[cH:29][cH:30]1.[Cl:31][c:32]1[c:33]([Cl:34])[cH:35][cH:36][cH:37][cH:38]1>>[C:1](#[N:2])[c:3]1[cH:4][c:5]2[c:6]([cH:29][cH:30]1)[O:7][C:8]([CH3:27])([CH3:28])[CH:9]=[C:10]2[c:11]1[n:12][cH:13][c:14]([C:17](=[O:18])[O:19][CH2:20][c:21]2[cH:22][cH:23][cH:24][cH:25][cH:26]2)[cH:15][cH:16]1. Reactants: C(C)(=O)C1=CC=C(C=C1)C=1C(C(OC1C1=CC=C(C=C1)S(=O)(=O)C)(C)C)=O (4-(4acetylphenyl)-2,2-dimethyl-5-{4-(methylsulfonyl)phenyl}-3(2H)-furanone), [BH4-].[Na+] (sodium borohydride), [Cl-].[Ce+3].[Cl-].[Cl-] (cerium(III) chloride). The solvent is O (water). Run at time 12 hour. Product: CC1(OC(=C(C1=O)C1=CC=C(C=C1)C(C)O)C1=CC=C(C=C1)S(=O)(=O)C)C (2,2-dimethyl-4-{4-(1-hydroxyethyl)phenyl}-5-{4-(methylsulfonyl)phenyl}-3(2H)-furanone). Isolated yield 66.3%. Reaction SMILES: [C:1]([C:4]1[CH:9]=[CH:8][C:7]([C:10]2[C:11](=[O:27])[C:12]([CH3:26])([CH3:25])[O:13][C:14]=2[C:15]2[CH:20]=[CH:19][C:18]([S:21]([CH3:24])(=[O:23])=[O:22])=[CH:17][CH:16]=2)=[CH:6][CH:5]=1)(=[O:3])[CH3:2].[BH4-].[Na+].[Cl-].[Ce+3].[Cl-].[Cl-]>O>[CH3:26][C:12]1([CH3:25])[C:11](=[O:27])[C:10]([C:7]2[CH:8]=[CH:9][C:4]([CH:1]([OH:3])[CH3:2])=[CH:5][CH:6]=2)=[C:14]([C:15]2[CH:20]=[CH:19][C:18]([S:21]([CH3:24])(=[O:23])=[O:22])=[CH:17][CH:16]=2)[O:13]1 |f:1.2,3.4.5.6|. Reported procedure: A mixture of 4-(4-acetylphenyl)-2,2-dimethyl-5-{4-(methylsulfonyl)phenyl}-3(2H)-furanone (150 mg, Example 10), sodium borohydride(35mg) and cerium(III) chloride (20 mg) in 40 ml methaol was stirred at room temperature for 12 hours, which was followed by addition of water. Then the methanol was removed in vacuo and the resulting aqueous solution was extracted with ethylacetate. The ethylacetate layer was concentrated under reduced pressure and was purified by column chromatography (hexane/ethylac... Reactants: COC1=CC=C2C=CC(=C(C2=C1)OC(C)C)C(=O)O (7-methoxy-1-(1-methylethoxy)-2-naphthalenecarboxylic acid), C1=CN(C=N1)C(=O)N2C=CN=C2 (N,N-carbonyldiimidazole), C(C)N (Ethylamine), aqueous solution. Run in C1CCOC1 (THF). Run at time 30 minute. Yields the product C(C)NC(=O)C1=C(C2=CC(=CC=C2C=C1)OC)OC(C)C (N-ethyl-7-methoxy-1-(1-methylethoxy)-2-naphthalenecarboxamide). Isolated yield 70.0%. Reaction SMILES: [CH3:1][O:2][C:3]1[CH:12]=[C:11]2[C:6]([CH:7]=[CH:8][C:9]([C:17]([OH:19])=O)=[C:10]2[O:13][CH:14]([CH3:16])[CH3:15])=[CH:5][CH:4]=1.[CH:20]1N=C[N:22](C(N2C=NC=C2)=O)[CH:21]=1.C(N)C>C1COCC1>[CH2:21]([NH:22][C:17]([C:9]1[CH:8]=[CH:7][C:6]2[C:11](=[CH:12][C:3]([O:2][CH3:1])=[CH:4][CH:5]=2)[C:10]=1[O:13][CH:14]([CH3:15])[CH3:16])=[O:19])[CH3:20]. Procedure: To a room temperature solution of 7-methoxy-1-(1-methylethoxy)-2-naphthalenecarboxylic acid (200 mg, 0.77 mmol in 5 mL of THF is added N,N-carbonyldiimidazole (162 mg, 1.00 mmol). The solution is heated at reflux for 1 hour and cooled slightly. Ethylamine (0.44 mL of a 70% aqueous solution) is added and the reaction mixture is stirred at room temperature for 30 minutes, followed by partitioning between ethyl acetate, and brine. The organic layer is dried over MgSO4, filtered, and concentrated in...